The task is: describe an organic reaction: reactants, conditions, products, and yield. This data is from the Open Reaction Database (ORD), a public repository of structured organic reaction records. Reactants: CCO, Nc1ccc(OC(F)(F)F)cc1[N+](=O)[O-]. Yields the product Nc1ccc(OC(F)(F)F)cc1N. RXN SMILES: [CH3:16][CH2:17][OH:18].[N+:1]([O-:2])(=[O:3])[c:4]1[c:5]([NH2:15])[cH:6][cH:7][c:8]([O:10][C:11]([F:12])([F:13])[F:14])[cH:9]1>>[NH2:1][c:4]1[c:5]([NH2:15])[cH:6][cH:7][c:8]([O:10][C:11]([F:12])([F:13])[F:14])[cH:9]1.